From a dataset of the Open Reaction Database (ORD), a public repository of structured organic reaction records. describe an organic reaction: reactants, conditions, products, and yield Reactants: [Li]CCCC, C#CCOC(C)OCC, COc1ccc(C=O)cc1, [Cl-], [NH4+], C1CCOC1. Product: CCOC(C)OCC#CC(O)c1ccc(OC)cc1. RXN SMILES: [CH2:10]([Li:11])[CH2:12][CH2:13][CH3:14].[CH2:1]([CH3:2])[O:3][CH:4]([CH3:5])[O:6][CH2:7][C:8]#[CH:9].[CH3:15][O:16][c:17]1[cH:18][cH:19][c:20]([CH:21]=[O:22])[cH:23][cH:24]1.[Cl-:25].[NH4+:26].[O:27]1[CH2:28][CH2:29][CH2:30][CH2:31]1>>[CH2:1]([CH3:2])[O:3][CH:4]([CH3:5])[O:6][CH2:7][C:8]#[C:9][CH:21]([c:20]1[cH:19][cH:18][c:17]([O:16][CH3:15])[cH:24][cH:23]1)[OH:22]. The reactants are [N+](=O)([O-])C1=C(N)C(=CC(=C1)[N+](=O)[O-])Br (2,4-dinitro-6-bromoaniline), C[Sn](C)(C)C (tetramethyltin), Cl2Pd(PPh3)2. Solvent: CN(C)C=O (DMF). Yields the product [N+](=O)([O-])C1=C(N)C(=CC(=C1)[N+](=O)[O-])C1=CC=CC=C1 (2,4-dinitro-6-phenylaniline). Yield: 80.0%. RXN SMILES: [N+:1]([C:4]1[CH:10]=[C:9]([N+:11]([O-:13])=[O:12])[CH:8]=[C:7](Br)[C:5]=1[NH2:6])([O-:3])=[O:2].C[Sn](C)(C)C>CN(C=O)C>[N+:1]([C:4]1[CH:10]=[C:9]([N+:11]([O-:13])=[O:12])[CH:8]=[C:7]([C:4]2[CH:10]=[CH:9][CH:8]=[CH:7][CH:5]=2)[C:5]=1[NH2:6])([O-:3])=[O:2]. Procedure details: A solution of 2,4-dinitro-6-bromoaniline (2.5 g, 9.5 mmol), tetramethyltin (6.1 g, 14.3 mmol) and Cl2Pd(PPh3)2 (100 mg) in 10 ml of DMF was stirred at 140° C. for 12 h. Reaction mixture was concentrated in vacuo, yielding an oil which was purified on silica gel column chromatography (CH2Cl2, neat) to provide 1.0 g (3.8 mmol, 41%) of 2,4-dinitro-6-phenylaniline, which was converted to the diamine (0.72 g, >95%) on hydrogenation (H2/Pd-C).